Dataset: the Open Reaction Database (ORD), a public repository of structured organic reaction records. Task: describe an organic reaction: reactants, conditions, products, and yield Reactants: O=C([O-])[O-], CS(C)=O, [Cs+], [Cs+], Fc1nccnc1C1(F)CCOCC1, Oc1ccc(Nc2nc3ccccc3s2)cc1. Yields the product FC1(c2nccnc2Oc2ccc(Nc3nc4ccccc4s3)cc2)CCOCC1. Reaction SMILES: [C:32](=[O:33])([O-:34])[O-:35].[CH3:38][S:39]([CH3:40])=[O:41].[Cs+:36].[Cs+:37].[F:1][c:2]1[n:3][cH:4][cH:5][n:6][c:7]1[C:8]1([F:14])[CH2:9][CH2:10][O:11][CH2:12][CH2:13]1.[s:15]1[c:16]([NH:24][c:25]2[cH:26][cH:27][c:28]([OH:31])[cH:29][cH:30]2)[n:17][c:18]2[c:19]1[cH:20][cH:21][cH:22][cH:23]2>>[c:2]1([O:31][c:28]2[cH:27][cH:26][c:25]([NH:24][c:16]3[s:15][c:19]4[c:18]([n:17]3)[cH:23][cH:22][cH:21][cH:20]4)[cH:30][cH:29]2)[n:3][cH:4][cH:5][n:6][c:7]1[C:8]1([F:14])[CH2:9][CH2:10][O:11][CH2:12][CH2:13]1.